Task: describe an organic reaction: reactants, conditions, products, and yield. Dataset: the Open Reaction Database (ORD), a public repository of structured organic reaction records Reactants: OC[C@@H]1CN(CC1)C(=O)OC(C)(C)C ((S)-tert-butyl 3-(hydroxymethyl)pyrrolidine-1-carboxylate), [H-].[Na+] (sodium hydride), FC1=C(C=C(C=C1)S(=O)(=O)N)[N+](=O)[O-] (4-fluoro-3-nitrobenzenesulfonamide). Run in O1CCCC1 (tetrahydrofuran). Conditions: time 15 minute. Yields the product [N+](=O)([O-])C1=C(OC[C@@H]2CN(CC2)C(=O)OC(C)(C)C)C=CC(=C1)S(N)(=O)=O ((S)-tert-butyl 3-((2-nitro-4-sulfamoylphenoxy)methyl)pyrrolidine-1-carboxylate). Reaction SMILES: [OH:1][CH2:2][C@H:3]1[CH2:7][CH2:6][N:5]([C:8]([O:10][C:11]([CH3:14])([CH3:13])[CH3:12])=[O:9])[CH2:4]1.[H-].[Na+].F[C:18]1[CH:23]=[CH:22][C:21]([S:24]([NH2:27])(=[O:26])=[O:25])=[CH:20][C:19]=1[N+:28]([O-:30])=[O:29]>O1CCCC1>[N+:28]([C:19]1[CH:20]=[C:21]([S:24](=[O:26])(=[O:25])[NH2:27])[CH:22]=[CH:23][C:18]=1[O:1][CH2:2][C@H:3]1[CH2:7][CH2:6][N:5]([C:8]([O:10][C:11]([CH3:14])([CH3:13])[CH3:12])=[O:9])[CH2:4]1)([O-:30])=[O:29] |f:1.2|. Procedure: To a solution of (S)-tert-butyl 3-(hydroxymethyl)pyrrolidine-1-carboxylate (0.300 g) in tetrahydrofuran (5 mL) was added sodium hydride (0.238 g). After stirring for 15 minutes, 4-fluoro-3-nitrobenzenesulfonamide (0.295 g) was added and reaction stirred at room temperature. After 1 hour, the reaction was partitioned between water (25 mL) and dichloromethane (50 mL) and the reaction quenched with 1N aqueous HCl (5.96 mL). The organic layer was separated, dried over magnesium sulfate, filtered, an...